Dataset: the Open Reaction Database (ORD), a public repository of structured organic reaction records. Task: describe an organic reaction: reactants, conditions, products, and yield Starting materials: COC=1C=C(C=C(C1OC)[N+](=O)[O-])C1=NCCC2=CC=CC=C12 (1-(3,4-dimethoxy-5-nitrophenyl)-3,4-dihydroisoquinoline), Br (hydrobromic acid). Yields the product Br.C1(=NCCC2=CC=CC=C12)C1=CC(=C(C(O)=C1)O)[N+](=O)[O-] (5-(3,4-dihydro-1-isoquinolinyl)-3-nitropyrocatechol hydrobromide). RXN SMILES: C[O:2][C:3]1[CH:4]=[C:5]([C:14]2[C:23]3[C:18](=[CH:19][CH:20]=[CH:21][CH:22]=3)[CH2:17][CH2:16][N:15]=2)[CH:6]=[C:7]([N+:11]([O-:13])=[O:12])[C:8]=1[O:9]C.[BrH:24]>>[BrH:24].[C:14]1([C:5]2[CH:4]=[C:3]([OH:2])[C:8]([OH:9])=[C:7]([N+:11]([O-:13])=[O:12])[CH:6]=2)[C:23]2[C:18](=[CH:19][CH:20]=[CH:21][CH:22]=2)[CH2:17][CH2:16][N:15]=1 |f:2.3|. Procedure: 1.4 g of 1-(3,4-dimethoxy-5-nitrophenyl)-3,4-dihydroisoquinoline are treated with 15 ml of constant-boiling hydrobromic acid and heated to boiling under reflux under a nitrogen atmosphere for 1.5 hours. After distilling the hydrobromic acid in a water-jet vacuum, the crystalline residue is recrystallized from acetone. There is obtained 5-(3,4-dihydro-1-isoquinolinyl)-3-nitropyrocatechol hydrobromide in the form of yellow crystals of m.p. >250° (decomposition). Starting materials: COC(=O)C=1C=C2C(=NC1)NC=C2CC=2C(=NC(=CC2)NCC=2C(=NC=C(C2)F)OC)F (3-{2-fluoro-6-[(5-fluoro-2-methoxy-pyridin-3-ylmethyl)-amino]-pyridin-3-ylmethyl}-1H-pyrrolo[2,3-b]pyridine-5-carboxylic acid methyl ester), CN (methylamine), CN (methylamine). Reaction conditions: temperature 50 celsius. The product is CNC(=O)C=1C=C2C(=NC1)NC=C2CC=2C(=NC(=CC2)NCC=2C(=NC=C(C2)F)OC)F (3-{2-fluoro-6-[(5-fluoro-2-methoxy-pyridin-3-ylmethyl)-amino]-pyridin-3-ylmethyl}-1H-pyrrolo[2,3-b]pyridine-5-carboxylic acid methylamide). As a reaction SMILES: C[O:2][C:3]([C:5]1[CH:6]=[C:7]2[C:13]([CH2:14][C:15]3[C:16]([F:32])=[N:17][C:18]([NH:21][CH2:22][C:23]4[C:24]([O:30][CH3:31])=[N:25][CH:26]=[C:27]([F:29])[CH:28]=4)=[CH:19][CH:20]=3)=[CH:12][NH:11][C:8]2=[N:9][CH:10]=1)=O.[CH3:33][NH2:34]>>[CH3:33][NH:34][C:3]([C:5]1[CH:6]=[C:7]2[C:13]([CH2:14][C:15]3[C:16]([F:32])=[N:17][C:18]([NH:21][CH2:22][C:23]4[C:24]([O:30][CH3:31])=[N:25][CH:26]=[C:27]([F:29])[CH:28]=4)=[CH:19][CH:20]=3)=[CH:12][NH:11][C:8]2=[N:9][CH:10]=1)=[O:2]. Procedure: 3-{2-Fluoro-6-[(5-fluoro-2-methoxy-pyridin-3-ylmethyl)-amino]-pyridin-3-ylmethyl}-1H-pyrrolo[2,3-b]pyridine-5-carboxylic acid methyl ester (P-1693, 1 equivalent) is slurried with methylamine (2N in methanol, 15 equivalents) in a sealable vial, sealed and heated at 50° C. overnight. Additional methylamine (2N in methanol, 15 equivalents) is added and heated at 50° C. overnight. The reaction is concentrated under vacuum, the residue dissolved in tetrahydrofuran for purification on a C18 reverse ph...